The task is: describe an organic reaction: reactants, conditions, products, and yield. This data is from the Open Reaction Database (ORD), a public repository of structured organic reaction records. Reactants: COc1ccccc1-c1cccc(Br)c1, [Li]CCCC, CC(=O)c1cccc(-c2ccccc2)c1OCc1ccccc1, [Cl-], [NH4+], C1CCOC1. Reaction SMILES: [Br:1][c:2]1[cH:3][c:4](-[c:8]2[c:9]([O:14][CH3:15])[cH:10][cH:11][cH:12][cH:13]2)[cH:5][cH:6][cH:7]1.[CH2:16]([Li:17])[CH2:18][CH2:19][CH3:20].[CH2:21]([c:22]1[cH:23][cH:24][cH:25][cH:26][cH:27]1)[O:28][c:29]1[c:30](-[c:38]2[cH:39][cH:40][cH:41][cH:42][cH:43]2)[cH:31][cH:32][cH:33][c:34]1[C:35]([CH3:36])=[O:37].[Cl-:44].[NH4+:45].[O:46]1[CH2:47][CH2:48][CH2:49][CH2:50]1>>[c:2]1([C:35]([c:34]2[c:29]([O:28][CH2:21][c:22]3[cH:23][cH:24][cH:25][cH:26][cH:27]3)[c:30](-[c:38]3[cH:39][cH:40][cH:41][cH:42][cH:43]3)[cH:31][cH:32][cH:33]2)([CH3:36])[OH:37])[cH:3][c:4](-[c:8]2[c:9]([O:14][CH3:15])[cH:10][cH:11][cH:12][cH:13]2)[cH:5][cH:6][cH:7]1. Yields the product COc1ccccc1-c1cccc(C(C)(O)c2cccc(-c3ccccc3)c2OCc2ccccc2)c1.